From a dataset of the Open Reaction Database (ORD), a public repository of structured organic reaction records. describe an organic reaction: reactants, conditions, products, and yield The product is C(#N)NC(=NCCSCC=1N=CNC1C)NC#N (N,N'-dicyano-N"-[2-(5-methylimidazol-4-ylmethylthio)ethyl]guanidine). Yield: 49.2%. Run in C(C)O (ethanol). Procedure: To a solution of sodium metal (1.01 g) in ethanol (120 ml) were added cyanamide (18.5 g) and N-cyano-S-methyl-N'-[2-(5-methylimidazol-4-ylmethylthio)ethyl]isothiourea (10.76 g). The resulting mixture was heated under reflux for 1.5 hrs. After concentration under a reduced pressure, the residue was added to cold water (50 ml) and acidified (pH 4.5) with 10% HCl and cooled for 1 hr. in an ice bath. The precipitate was filtered, washed with water and dried. The resulting crude product (7.43 g) was ... As a reaction SMILES: [Na].[N:2]#[C:3][NH2:4].[C:5]([NH:7][C:8](=[N:11][CH2:12][CH2:13][S:14][CH2:15][C:16]1[N:17]=[CH:18][NH:19][C:20]=1[CH3:21])SC)#[N:6]>C(O)C>[C:3]([NH:4][C:8]([NH:7][C:5]#[N:6])=[N:11][CH2:12][CH2:13][S:14][CH2:15][C:16]1[N:17]=[CH:18][NH:19][C:20]=1[CH3:21])#[N:2] |^1:0|. Starting materials: [Na] (sodium), N#CN (cyanamide), C(#N)NC(SC)=NCCSCC=1N=CNC1C (N-cyano-S-methyl-N'-[2-(5-methylimidazol-4-ylmethylthio)ethyl]isothiourea). Reactants: ClC1=C(C=C2CC(C(C2=C1Cl)=O)(C)C1CCCC1)OCCCCCCC(=O)OCC (ethyl 7-[(6,7-Dichloro-2-cyclopentyl-2,3-dihydro-2-methyl-1-oxo-1H-inden-5-yl)oxy]heptanoate), C(C)(=O)O (acetic acid), Cl (hydrochloric acid). Run in O (water). Yields the product ClC1=C(C=C2CC(C(C2=C1Cl)=O)(C)C1CCCC1)OCCCCCCC(=O)O (7-[(6,7-dichloro-2-cyclopentyl-2,3-dihydro-2-methyl-1-oxo-1H-inden-5-yl)oxy]heptanoic acid). Reaction SMILES: [Cl:1][C:2]1[C:10]([Cl:11])=[C:9]2[C:5]([CH2:6][C:7]([CH:14]3[CH2:18][CH2:17][CH2:16][CH2:15]3)([CH3:13])[C:8]2=[O:12])=[CH:4][C:3]=1[O:19][CH2:20][CH2:21][CH2:22][CH2:23][CH2:24][CH2:25][C:26]([O:28]CC)=[O:27].C(O)(=O)C.Cl>O>[Cl:1][C:2]1[C:10]([Cl:11])=[C:9]2[C:5]([CH2:6][C:7]([CH:14]3[CH2:18][CH2:17][CH2:16][CH2:15]3)([CH3:13])[C:8]2=[O:12])=[CH:4][C:3]=1[O:19][CH2:20][CH2:21][CH2:22][CH2:23][CH2:24][CH2:25][C:26]([OH:28])=[O:27]. Procedure: A mixture of ethyl 7-[(6,7-Dichloro-2-cyclopentyl-2,3-dihydro-2-methyl-1-oxo-1H-inden-5-yl)oxy]heptanoate (16 g., 0.035 mole), acetic acid (100 ml.) and 6N hydrochloric acid (50 ml.) is stirred and refluxed for 6 hours. The mixture is poured into water (400 ml.) where upon the product slowly solidifies. The product is removed by filtration, dried and recrystallized from a mixture of tetrahydrofuran, ether and petroleum ether (50, 100 and 200 ml., respectively) to give 7-[(6,7-dichloro-2-cyclopen... Reactants: CCOC(=O)Cn1cc(C)c2ccccc21, CO, [K+], [OH-]. The product is Cc1cn(CC(=O)O)c2ccccc12. As a reaction SMILES: [CH2:1]([CH3:2])[O:3][C:4]([CH2:5][n:6]1[cH:7][c:8]([CH3:15])[c:9]2[cH:10][cH:11][cH:12][cH:13][c:14]12)=[O:16].[CH3:19][OH:20].[K+:18].[OH-:17]>>[O:3]=[C:4]([CH2:5][n:6]1[cH:7][c:8]([CH3:15])[c:9]2[cH:10][cH:11][cH:12][cH:13][c:14]12)[OH:16]. Reactants: Cc1c(N(Cc2ccccc2)Cc2ccc(Oc3cccc(OCC4CCC(=O)N4)c3)cc2)cccc1[N+](=O)[O-], CCO, [Cl-], ClCCl, [Fe], [NH4+], O. The product is Cc1c(N)cccc1N(Cc1ccccc1)Cc1ccc(Oc2cccc(OCC3CCC(=O)N3)c2)cc1. RXN SMILES: [CH2:1]([c:2]1[cH:3][cH:4][cH:5][cH:6][cH:7]1)[N:8]([c:9]1[c:10]([CH3:18])[c:11]([N+:15]([O-:16])=[O:17])[cH:12][cH:13][cH:14]1)[CH2:19][c:20]1[cH:21][cH:22][c:23]([O:24][c:25]2[cH:26][c:27]([O:28][CH2:29][CH:30]3[CH2:31][CH2:32][C:33](=[O:35])[NH:34]3)[cH:36][cH:37][cH:38]2)[cH:39][cH:40]1.[CH2:43]([OH:44])[CH3:45].[Cl-:41].[Cl:48][CH2:49][Cl:50].[Fe:47].[NH4+:42].[OH2:46]>>[CH2:1]([c:2]1[cH:3][cH:4][cH:5][cH:6][cH:7]1)[N:8]([c:9]1[c:10]([CH3:18])[c:11]([NH2:15])[cH:12][cH:13][cH:14]1)[CH2:19][c:20]1[cH:21][cH:22][c:23]([O:24][c:25]2[cH:26][c:27]([O:28][CH2:29][CH:30]3[CH2:31][CH2:32][C:33](=[O:35])[NH:34]3)[cH:36][cH:37][cH:38]2)[cH:39][cH:40]1. Reactants: C(C)OC1=CC=C(C=C1)CC(=O)NC1=C(C=CC(=C1)N(C(CC(C)C)=O)C)[N+](=O)[O-] (4-Ethoxy-N-[5-[methyl(3-methyl-1-oxobutyl)amino]-2-nitrophenyl]-benzeneacetamide). The reagents and catalysts are [Pd] (Pd/C). Run in CCOC(=O)C (EtOAc). Reaction conditions: time 8 hour. Yields the product C(C)OC1=CC=C(C=C1)CC(=O)NC1=C(C=CC(=C1)N(C(CC(C)C)=O)C)N (4-Ethoxy-N-[2-amino-5-[methyl(3-methyl-1-oxobutyl)amino]phenyl]-benzeneacetamide). Reaction SMILES: [CH2:1]([O:3][C:4]1[CH:9]=[CH:8][C:7]([CH2:10][C:11]([NH:13][C:14]2[CH:19]=[C:18]([N:20]([CH3:27])[C:21](=[O:26])[CH2:22][CH:23]([CH3:25])[CH3:24])[CH:17]=[CH:16][C:15]=2[N+:28]([O-])=O)=[O:12])=[CH:6][CH:5]=1)[CH3:2]>CCOC(C)=O.[Pd]>[CH2:1]([O:3][C:4]1[CH:5]=[CH:6][C:7]([CH2:10][C:11]([NH:13][C:14]2[CH:19]=[C:18]([N:20]([CH3:27])[C:21](=[O:26])[CH2:22][CH:23]([CH3:24])[CH3:25])[CH:17]=[CH:16][C:15]=2[NH2:28])=[O:12])=[CH:8][CH:9]=1)[CH3:2]. Reported procedure: 4-Ethoxy-N-[5-[methyl(3-methyl-1-oxobutyl)amino]-2-nitrophenyl]-benzeneacetamide (1.05 g, 2.53 mmol) was dissolved in EtOAc (50 mL) containing a catalytic amount of 10% Pd/C. The solution was shaken under H2 atmosphere (35 psi) at rt overnight. The solution was filtered through celite and the solvent concentrated. LC/MS analysis showed that title compound was pure (>95%) and could directly be used for next step. Yield: 965 mg (99%). 1H NMR (400 MHz, CDCl3) δ 7.23 (d, J=8.8 Hz, 2H), 7.12 (s, 1H),...